From a dataset of the Open Reaction Database (ORD), a public repository of structured organic reaction records. describe an organic reaction: reactants, conditions, products, and yield The reactants are C1(=CC=CC=C1)CC(=O)NC1[C@@H]2N(C(=C(CS2)C=C(Br)Br)C(=O)OC(C2=CC=CC=C2)C2=CC=CC=C2)C1=O (Benzhydryl 7-phenylacetamido-3-(2,2-dibromovinyl)-3-cephem-4-carboxylate), COCCO (methylcellosolve), N1=CC=CC=C1 (Pyridine), P(Cl)(Cl)(Cl)(Cl)Cl (phosphorus pentachloride). The solvent is C(Cl)Cl (methylene chloride), O (water). Reaction conditions: time 30 minute. Yields the product NC1[C@@H]2N(C(=C(CS2)C=C(Br)Br)C(=O)OC(C2=CC=CC=C2)C2=CC=CC=C2)C1=O (benzhydryl 7-amino-3-(2,2-dibromovinyl)-3-cephem-4-carboxylate). Isolated yield 82.6%. RXN SMILES: N1C=CC=CC=1.P(Cl)(Cl)(Cl)(Cl)Cl.C1(CC([NH:22][CH:23]2[C:50](=[O:51])[N:25]3[C:26]([C:34]([O:36][CH:37]([C:44]4[CH:49]=[CH:48][CH:47]=[CH:46][CH:45]=4)[C:38]4[CH:43]=[CH:42][CH:41]=[CH:40][CH:39]=4)=[O:35])=[C:27]([CH:30]=[C:31]([Br:33])[Br:32])[CH2:28][S:29][C@H:24]23)=O)C=CC=CC=1.COCCO>C(Cl)Cl.O>[NH2:22][CH:23]1[C:50](=[O:51])[N:25]2[C:26]([C:34]([O:36][CH:37]([C:44]3[CH:45]=[CH:46][CH:47]=[CH:48][CH:49]=3)[C:38]3[CH:43]=[CH:42][CH:41]=[CH:40][CH:39]=3)=[O:35])=[C:27]([CH:30]=[C:31]([Br:33])[Br:32])[CH2:28][S:29][C@H:24]12. Procedure: Pyridine (0.39 ml) was added to a suspension of phosphorus pentachloride (1.01 ml) in dry methylene chloride (25 ml) at 5° C., and the mixture was stirred at ambient temperature for 30 minutes. Benzhydryl 7-phenylacetamido-3-(2,2-dibromovinyl)-3-cephem-4-carboxylate (2.5 g) was added to the above mixture at -10° C. and stirred for two-hours. Then, methylcellosolve (2.3 ml) was added to the reaction mixture at -30° C. and the resulting solution was stirred for an hour. To the above solution was a...